Task: describe an organic reaction: reactants, conditions, products, and yield. Dataset: the Open Reaction Database (ORD), a public repository of structured organic reaction records Reactants: solid, Cl.Cl.Cl.O1CCC=2C(=NC=CC21)N2CCN(CC2)CC[C@@H]2CC[C@H](CC2)N (trans-4-{2-[4-(2,3-dihydrofuro[3,2-c]pyridin-4-yl)-piperazin-1-yl]-ethyl}-cyclohexanamine trihydrochloride), Cl.Cl.Cl.O1CCC=2C(=NC=CC21)N2CCN(CC2)CC[C@@H]2CC[C@H](CC2)N (trans-4-{2-[4-(2,3-dihydrofuro[3,2-c]pyridin-4-yl)-piperazin-1-yl]-ethyl}-cyclohexanamine trihydrochloride), O1C(CCC1)C(=O)O (rac-tetrahydrofuran-2-carboxylic acid). The product is O1CCC=2C(=NC=CC21)N2CCN(CC2)CC[C@@H]2CC[C@H](CC2)NC(=O)C2OCCC2 (trans-N-(4-{2-[4-(2,3-Dihydrofuro[3,2-c]pyridin-4-yl)-piperazin-1-yl]-ethyl}-cyclohexyl)-rac-tetrahydrofuran-2-carboxamide). RXN SMILES: Cl.Cl.Cl.[O:4]1[C:12]2[CH:11]=[CH:10][N:9]=[C:8]([N:13]3[CH2:18][CH2:17][N:16]([CH2:19][CH2:20][C@H:21]4[CH2:26][CH2:25][C@H:24]([NH2:27])[CH2:23][CH2:22]4)[CH2:15][CH2:14]3)[C:7]=2[CH2:6][CH2:5]1.[O:28]1[CH2:32][CH2:31][CH2:30][CH:29]1[C:33](O)=[O:34]>>[O:4]1[C:12]2[CH:11]=[CH:10][N:9]=[C:8]([N:13]3[CH2:18][CH2:17][N:16]([CH2:19][CH2:20][C@H:21]4[CH2:26][CH2:25][C@H:24]([NH:27][C:33]([CH:29]5[CH2:30][CH2:31][CH2:32][O:28]5)=[O:34])[CH2:23][CH2:22]4)[CH2:15][CH2:14]3)[C:7]=2[CH2:6][CH2:5]1 |f:0.1.2.3|. Procedure: The title compound, white solid (100 mg, 78%), MS (ISP) m/z=429.3 [(M+H)+], mp 176.5° C., was prepared in accordance with the general method of example 32 from trans-4-{2-[4-(2,3-dihydrofuro[3,2-c]pyridin-4-yl)-piperazin-1-yl]-ethyl}-cyclohexanamine trihydrochloride (intermediate C) (132 mg, 0.3 mmol) and rac-tetrahydrofuran-2-carboxylic acid. Starting materials: ClCC(C(=O)O)O (β-chlorolactic acid), COC=1C=C(CCN)C=CC1OC (3,4-dimethoxyphenethylamine), C(=O)([O-])[O-].[Na+].[Na+] (Na2CO3). Yields the product COC=1C=C(CCNCC(C(=O)O)O)C=CC1OC (3-[(3,4-Dimethoxyphenethyl) amino]-2-hydroxypropionic Acid). Conditions: temperature 110 celsius. Procedure: A mixture of 20 g (0.16 mole) of β-chlorolactic acid and 86 g (0.48 mole) of 3,4-dimethoxyphenethylamine was heated at 110° C. for 15 hours. The resulting product was dissolved in about 200 ml of water and the pH was adjusted to about 8 with Na2CO3. The aqueous solution was extracted with 2×500 ml of chloroform and neutralized to pH 7 with diluted HCl. The solution was evaporated to dryness and the residue was recrystallized in EtOH to give 24.6 g (61.6%) of crystals: m.p. 187.5°-188.5° C. The N... Run in O (water). RXN SMILES: Cl[CH2:2][CH:3]([OH:7])[C:4]([OH:6])=[O:5].[CH3:8][O:9][C:10]1[CH:11]=[C:12]([CH:16]=[CH:17][C:18]=1[O:19][CH3:20])[CH2:13][CH2:14][NH2:15].C([O-])([O-])=O.[Na+].[Na+]>O>[CH3:8][O:9][C:10]1[CH:11]=[C:12]([CH:16]=[CH:17][C:18]=1[O:19][CH3:20])[CH2:13][CH2:14][NH:15][CH2:2][CH:3]([OH:7])[C:4]([OH:6])=[O:5] |f:2.3.4|. The yield is 57.1%. The reactants are C(CC)[C@@H]1CC[C@H](CC1)CCC1CCC(CC1)=O (4-(trans-4-n-propylcyclohexylethyl)-cyclohexanone), C(C)OC1=C(C(=C(C=C1)C1=CCC(CC1)CC[C@@H]1CC[C@H](CC1)CCC)F)F (1-(4-ethoxy-2,3-difluorophenyl)-4-(trans-4-n-propylcyclohexylethyl)-cyclohex-1-ene), [Cl-].[NH4+] (ammonium chloride), solution, C(CCC)[Li] (butyllithium), C(C)OC1=C(C(=CC=C1)F)F (ethoxy-2,3-difluorobenzene), CN(CCN(C)C)C (tetramethylethylenediamine). Run in C1CCOC1 (THF), CCCCCC (n-hexane), O1CCCC1 (tetrahydrofuran). Conditions: temperature -70 celsius, time 4 hour. Product: C(CC)[C@@H]1CC[C@H](CC1)CCC1=CC=C(C=C1)C1=C(C(=C(C=C1)OCC)F)F (1-(trans-4-Propylcyclohexyl)-2-(4'-ethoxy-2',3'-difluorobiphenyl-4-yl)-ethane). Reaction SMILES: [CH2:1]([O:3][C:4]1[CH:9]=[CH:8][C:7]([C:10]2[CH2:15][CH2:14][CH:13]([CH2:16][CH2:17][C@H:18]3[CH2:23][CH2:22][C@H:21]([CH2:24][CH2:25][CH3:26])[CH2:20][CH2:19]3)[CH2:12][CH:11]=2)=[C:6]([F:27])[C:5]=1[F:28])[CH3:2].C([Li])CCC.C(OC1C=CC=C(F)C=1F)C.CN(C)CCN(C)C.C([C@H]1CC[C@H](CCC2CCC(=O)CC2)CC1)CC.[Cl-].[NH4+]>CCCCCC.O1CCCC1>[CH2:24]([C@H:21]1[CH2:22][CH2:23][C@H:18]([CH2:17][CH2:16][C:13]2[CH:14]=[CH:15][C:10]([C:7]3[CH:8]=[CH:9][C:4]([O:3][CH2:1][CH3:2])=[C:5]([F:28])[C:6]=3[F:27])=[CH:11][CH:12]=2)[CH2:19][CH2:20]1)[CH2:25][CH3:26] |f:5.6|. Reported procedure: 0.2 mol of 1-(4-ethoxy-2,3-difluorophenyl)-4-(trans-4-n-propylcyclohexylethyl)-cyclohex-1-ene (obtainable as follows: 131 ml of a 1.6N solution of butyllithium in n-hexane are added dropwise to a solution of 0.2 mol of ethoxy-2,3-difluorobenzene and 0.2 mol of tetramethylethylenediamine in 400 ml of tetrahydrofuran at -70° C., with exclusion of moisture and under a nitrogen atmosphere. The mixture is then stirred at -70° C. for 4 hours and 0.11 mol of 4-(trans-4-n-propylcyclohexylethyl)-cyclohex... Reactants: IN1NC=CC=C1 (2-iodopyridazine), C([O-])([O-])=O.[Cs+].[Cs+] (cesium carbonate), ClC1=CC=C(C=C1)N1C(=NC=2N(C=NC2C1=O)C=1C=C(C=CC1)NS(=O)(=O)C)C1=CC=C(C=C1)B1OC(C(O1)(C)C)(C)C (N-(3-{1-(4-chloro-phenyl)-6-oxo-2-[4-(4,4,5,5-tetramethyl-[1,3,2]dioxaborolan-2-yl)-phenyl]-1,6-dihydro-purin-9-yl}-phenyl)-methanesulfonamide). As a reaction SMILES: [Cl:1][C:2]1[CH:7]=[CH:6][C:5]([N:8]2[C:16](=[O:17])[C:15]3[N:14]=[CH:13][N:12]([C:18]4[CH:19]=[C:20]([NH:24][S:25]([CH3:28])(=[O:27])=[O:26])[CH:21]=[CH:22][CH:23]=4)[C:11]=3[N:10]=[C:9]2[C:29]2[CH:34]=[CH:33][C:32](B3OC(C)(C)C(C)(C)O3)=[CH:31][CH:30]=2)=[CH:4][CH:3]=1.I[N:45]1[CH:50]=[CH:49][CH:48]=[CH:47][NH:46]1.C(=O)([O-])[O-].[Cs+].[Cs+]>CN(C)C=O.C1C=CC(P(C2C=CC=CC=2)[C-]2C=CC=C2)=CC=1.C1C=CC(P(C2C=CC=CC=2)[C-]2C=CC=C2)=CC=1.Cl[Pd]Cl.[Fe+2]>[Cl:1][C:2]1[CH:7]=[CH:6][C:5]([N:8]2[C:16](=[O:17])[C:15]3[N:14]=[CH:13][N:12]([C:18]4[CH:19]=[C:20]([NH:24][S:25]([CH3:28])(=[O:27])=[O:26])[CH:21]=[CH:22][CH:23]=4)[C:11]=3[N:10]=[C:9]2[C:29]2[CH:34]=[CH:33][C:32]([C:50]3[N:45]=[N:46][CH:47]=[CH:48][CH:49]=3)=[CH:31][CH:30]=2)=[CH:4][CH:3]=1 |f:2.3.4,6.7.8.9|. The solvent is CN(C=O)C (N,N-dimethylformamide). Reported procedure: A solution of N-(3-{1-(4-chloro-phenyl)-6-oxo-2-[4-(4,4,5,5-tetramethyl-[1,3,2]dioxaborolan-2-yl)-phenyl]-1,6-dihydro-purin-9-yl}-phenyl)-methanesulfonamide (prepared as described in example 26, 0.500 g, 0.809 mmol) in N,N-dimethylformamide (20 mL) is degassed with argon for 0.5 h. Then 2-iodopyridazine (0.250 g, 1.21 mmol), cesium carbonate (0.527 g, 1.61 mmol), Pd(dppf)2Cl2 (0.059 g, 0.08 mmol) is added and the resulted mixture is degassed with argon for 0.5 h. The reaction mixture is heated t... Reagents/catalysts: C1=CC=C(C=C1)P([C-]2C=CC=C2)C3=CC=CC=C3.C1=CC=C(C=C1)P([C-]2C=CC=C2)C3=CC=CC=C3.Cl[Pd]Cl.[Fe+2] (Pd(dppf)2Cl2). The product is ClC1=CC=C(C=C1)N1C(=NC=2N(C=NC2C1=O)C=1C=C(C=CC1)NS(=O)(=O)C)C1=CC=C(C=C1)C=1N=NC=CC1 (N-{3-[1-(4-chloro-phenyl)-6-oxo-2-(4-pyridazin-3-yl-phenyl)-1,6-dihydro-purin-9-yl]-phenyl}-methane sulfonamide). The reactants are [Li]CCCC, C#CCCc1c(C)c(OC)c(C)c(C)c1OC, C1CCOC1, [Cl-], COC(=O)Cl, [NH4+]. The product is COC(=O)C#CCCc1c(C)c(OC)c(C)c(C)c1OC. As a reaction SMILES: [CH2:18]([Li:19])[CH2:20][CH2:21][CH3:22].[CH2:1]([CH2:2][C:3]#[CH:4])[c:5]1[c:6]([CH3:17])[c:7]([O:15][CH3:16])[c:8]([CH3:14])[c:9]([CH3:13])[c:10]1[O:11][CH3:12].[CH2:30]1[O:31][CH2:32][CH2:33][CH2:34]1.[Cl-:28].[Cl:23][C:24](=[O:25])[O:26][CH3:27].[NH4+:29]>>[CH2:1]([CH2:2][C:3]#[C:4][C:24](=[O:25])[O:26][CH3:27])[c:5]1[c:6]([CH3:17])[c:7]([O:15][CH3:16])[c:8]([CH3:14])[c:9]([CH3:13])[c:10]1[O:11][CH3:12].